The task is: describe an organic reaction: reactants, conditions, products, and yield. This data is from the Open Reaction Database (ORD), a public repository of structured organic reaction records. The reactants are CC(C)CN(OCc1ccccc1)C(=O)OC(C)(C)C, CC(C)(C)OC(=O)NOCc1ccccc1, CN(C)C=O, [H-], CI, [Na+]. Product: CN(OCc1ccccc1)C(=O)OC(C)(C)C. RXN SMILES: [C:19]([CH3:20])([CH3:21])([CH3:22])[O:23][C:24]([N:25]([CH2:26][CH:27]([CH3:28])[CH3:29])[O:30][CH2:31][c:32]1[cH:33][cH:34][cH:35][cH:36][cH:37]1)=[O:38].[CH2:3]([O:4][NH:5][C:6](=[O:7])[O:8][C:9]([CH3:10])([CH3:11])[CH3:12])[c:13]1[cH:14][cH:15][cH:16][cH:17][cH:18]1.[CH3:41][N:42]([CH3:43])[CH:44]=[O:45].[H-:1].[I:39][CH3:40].[Na+:2]>>[C:19]([CH3:20])([CH3:21])([CH3:22])[O:23][C:24]([N:25]([CH3:26])[O:30][CH2:31][c:32]1[cH:33][cH:34][cH:35][cH:36][cH:37]1)=[O:38]. Reactants: NNC(=O)c1ccccc1, CC(=O)c1ccccc1, Cl, C1CCOC1. Product: CC(=NNC(=O)c1ccccc1)c1ccccc1. Reaction SMILES: [C:1]([c:2]1[cH:3][cH:4][cH:5][cH:6][cH:7]1)(=[O:8])[NH:9][NH2:10].[CH3:11][C:12](=[O:13])[c:14]1[cH:15][cH:16][cH:17][cH:18][cH:19]1.[ClH:20].[O:21]1[CH2:22][CH2:23][CH2:24][CH2:25]1>>[C:1]([c:2]1[cH:3][cH:4][cH:5][cH:6][cH:7]1)(=[O:8])[NH:9][N:10]=[C:12]([CH3:11])[c:14]1[cH:15][cH:16][cH:17][cH:18][cH:19]1. Starting materials: N1CCC1 (azetidine), ClCC1=CC=C(C(=O)NC=2C3=C(N(N2)C(=O)OC(C)(C)C)SC(=C3)C(=O)NN(C3=CC=CC=C3)C)C=C1 (tert-butyl 3-(4-chloromethylbenzoylamino)-5-(N′-methyl-N′-phenylhydrazinocarbonyl)thieno[2,3-c]pyrazole-1-carboxylate), ClCC1=CC=C(C(=O)NC=2C3=C(N(N2)C(=O)OC(C)(C)C)SC(=C3)C(=O)NN(C)C3=CC=C(C=C3)Cl)C=C1 (tert-butyl 3-(4-chloromethylbenzoylamino)-5-(N′-(4-chlorophenyl)-N′-methylhydrazinocarbonyl)-thieno[2,3-c]pyrazole-1-carboxylate). Reagents/catalysts: [I-].C(CCC)[N+](CCCC)(CCCC)CCCC (tetrabutylammonium iodide). Solvent: CN(C=O)C (dimethylformamide). Reaction conditions: temperature 25 celsius, time 16 hour. The product is N1(CCC1)CC1=CC=C(C(=O)NC=2C3=C(NN2)SC(=C3)C(=O)NN(C3=CC=CC=C3)C)C=C1 (4-azetidin-1-ylmethyl-N-[5-(N′-methyl-N′-phenylhydrazinocarbonyl)-1H-thieno[2,3-c]pyrazol-3-yl]benzamide). RXN SMILES: [NH:1]1[CH2:4][CH2:3][CH2:2]1.Cl[CH2:6][C:7]1[CH:41]=[CH:40][C:10]([C:11]([NH:13][C:14]2[C:15]3[CH:28]=[C:27]([C:29]([NH:31][N:32]([CH3:39])[C:33]4[CH:38]=[CH:37][CH:36]=[CH:35][CH:34]=4)=[O:30])[S:26][C:16]=3[N:17](C(OC(C)(C)C)=O)[N:18]=2)=[O:12])=[CH:9][CH:8]=1.ClCC1C=CC(C(NC2C3C=C(C(NN(C4C=CC(Cl)=CC=4)C)=O)SC=3N(C(OC(C)(C)C)=O)N=2)=O)=CC=1>[I-].C([N+](CCCC)(CCCC)CCCC)CCC.CN(C)C=O>[N:1]1([CH2:6][C:7]2[CH:8]=[CH:9][C:10]([C:11]([NH:13][C:14]3[C:15]4[CH:28]=[C:27]([C:29]([NH:31][N:32]([CH3:39])[C:33]5[CH:34]=[CH:35][CH:36]=[CH:37][CH:38]=5)=[O:30])[S:26][C:16]=4[NH:17][N:18]=3)=[O:12])=[CH:40][CH:41]=2)[CH2:4][CH2:3][CH2:2]1 |f:3.4|. Procedure: 27 mg (74 μmol) of tetrabutylammonium iodide and then 75 μL (1.11 mmol) of azetidine are added to a solution of 200 mg (0.37 mmol) of an approximately 70:30 mixture of tert-butyl 3-(4-chloromethylbenzoylamino)-5-(N′-methyl-N′-phenylhydrazinocarbonyl)thieno[2,3-c]pyrazole-1-carboxylate and tert-butyl 3-(4-chloromethylbenzoylamino)-5-(N′-(4-chlorophenyl)-N′-methylhydrazinocarbonyl)-thieno[2,3-c]pyrazole-1-carboxylate in 6 mL of dimethylformamide under argon. The reaction mixture is stirred at a te... Starting materials: Cl (hydrochloric acid), stannous chloride, dihydrate, COC1=NC(=CC(=C1)C(Cl)(Cl)Cl)OC (2,6-dimethoxy-4-(trichloromethyl)pyridine). Solvent: CC(=O)C (acetone), CC(=O)C (acetone). Conditions: temperature 60 celsius. Product: COC1=NC(=CC(=C1)C(Cl)Cl)OC (2,6-Dimethoxy-4-(dichloromethyl)pyridine). Reaction SMILES: Cl.[CH3:2][O:3][C:4]1[CH:9]=[C:8]([C:10](Cl)([Cl:12])[Cl:11])[CH:7]=[C:6]([O:14][CH3:15])[N:5]=1>CC(C)=O>[CH3:2][O:3][C:4]1[CH:9]=[C:8]([CH:10]([Cl:12])[Cl:11])[CH:7]=[C:6]([O:14][CH3:15])[N:5]=1. Procedure: A solution was prepared by dissolving 19.63 grams (0.087 mole) of stannous chloride, dihydrate in 100 ml of acetone. To this mixture was added 7.3 ml of concentrated hydrochloric acid. The mixture was stirred for ~10 minutes. To this mixture was added a solution prepared by dissolving 12.8 grams (0.05 mole) of 2,6-dimethoxy-4-(trichloromethyl)pyridine in 40 ml of acetone at 30° C. The mixture was heated to reflux (60° C.) and refluxed for ~31/2 hours. The reaction mixture was cooled to ~15° C. a... Reactants: CO (methanol), BrC1(C(C=C(C=C1)Cl)CCCCl)C(=O)C1(C(C=C(C=C1)Cl)CCCCl)Br (1-bromo-3-chloropropyl4-chlorophenyl ketone), C([O-])([O-])=O.[K+].[K+] (potassium carbonate), ClC1=CC=C(C=C1)O (p-chlorophenol). Reagents/catalysts: [Br-].C(CCC)[N+](CCCC)(CCCC)CCCC (tetrabutylammonium bromide). Solvent: C(C)#N (acetonitrile), C(C)#N (acetonitrile). Conditions: time 5 hour. Product: ClC1=CC=C(C(=O)C2(CC2)OC2=CC=C(C=C2)Cl)C=C1 (1-(4-chlorobenzoyl)-1-(4-chlorophenoxy)-cyclopropane). RXN SMILES: Br[C:2]1([C:13]([C:15]2(Br)[CH:20]=[CH:19][C:18]([Cl:21])=[CH:17][CH:16]2CCCCl)=[O:14])[CH:7]=[CH:6]C(Cl)=CC1CCCCl.C(=O)([O-])[O-].[K+].[K+].[Cl:33][C:34]1[CH:39]=[CH:38][C:37]([OH:40])=[CH:36][CH:35]=1.CO>C(#N)C.[Br-].C([N+](CCCC)(CCCC)CCCC)CCC>[Cl:21][C:18]1[CH:17]=[CH:16][C:15]([C:13]([C:2]2([O:40][C:37]3[CH:38]=[CH:39][C:34]([Cl:33])=[CH:35][CH:36]=3)[CH2:7][CH2:6]2)=[O:14])=[CH:20][CH:19]=1 |f:1.2.3,7.8|. Procedure details: A solution of 14.8 g=50 mmol of 1-bromo-3-chloropropyl4-chlorophenyl ketone in 30 ml of acetonitrile was added dropwise at room temperature with stirring to a suspension of 17.2 g=125 mmol of powdered potassium carbonate and 6.4 g=50 mmol of p-chlorophenol in 60 ml of acetonitrile. The mixture was stirred for 5 hours at room temperature, 0.4 g of tetrabutylammonium bromide was added, and the mixture was refluxed for 10 hours and worked up as specified in Example 1, and 12.6 g (82% of theory) of ... Reactants: CCN(C(C)C)C(C)C (DIPEA), Cl.CN(CCCN=C=NCC)C (1-(3-dimethylaminopropyl)-3-ethyl-carbodiimide hydrochloride), ON1N=NC2=C1C=CC=C2 (1-hydroxybenzotriazole), NC=1SC=CN1 (2-aminothiazole), NC1=C(C=C(C(=O)O)C=C1)Cl (4-Amino-3-chloro-benzoic acid). The solvent is O (water), CN(C)C=O (DMF), ClCCCl (1,2-dichloroethane). Reaction conditions: temperature 60 celsius. Yields the product NC1=C(C=C(C(=O)NC=2SC=CN2)C=C1)Cl (4-Amino-3-chloro-N-thiazol-2-yl-benzamide). RXN SMILES: [NH2:1][C:2]1[CH:10]=[CH:9][C:5]([C:6]([OH:8])=O)=[CH:4][C:3]=1[Cl:11].CCN(C(C)C)C(C)C.Cl.CN(C)CCCN=C=NCC.ON1C2C=CC=CC=2N=N1.[NH2:43][C:44]1[S:45][CH:46]=[CH:47][N:48]=1>CN(C=O)C.ClCCCl.O>[NH2:1][C:2]1[CH:10]=[CH:9][C:5]([C:6]([NH:43][C:44]2[S:45][CH:46]=[CH:47][N:48]=2)=[O:8])=[CH:4][C:3]=1[Cl:11] |f:2.3|. Reported procedure: 4-Amino-3-chloro-benzoic acid (19.8 mmol) was dissolved in DMF (10 mL) and 1,2-dichloroethane (80 mL). DIPEA (19.8 mmol), 1-(3-dimethylaminopropyl)-3-ethyl-carbodiimide hydrochloride (19.8 mmol), 1-hydroxybenzotriazole (19.8 mmol) and 2-aminothiazole (19.8 mmol) was added, and the reaction mixture was stirred at 60° C. over night. The volume was reduced in vacuo, and water (60 mL) was added. The mixture was extracted with ethyl acetate, the organic phase was washed with NH4Cl (aq., sat.), dried ... Starting materials: NC1=C(C(=O)OC)C=C(N=C1Br)Br (methyl 3-amino-2,6-dibromoisonicotinate), C(C1=CC=CC=C1)OC1=CC=C(C=C1)B(O)O (4-(benzyloxy)phenylboronic acid), [F-].[Cs+] (cesium fluoride). The reagents and catalysts are [Pd].C1(=CC=CC=C1)P(C1=CC=CC=C1)C1=CC=CC=C1.C1(=CC=CC=C1)P(C1=CC=CC=C1)C1=CC=CC=C1.C1(=CC=CC=C1)P(C1=CC=CC=C1)C1=CC=CC=C1.C1(=CC=CC=C1)P(C1=CC=CC=C1)C1=CC=CC=C1 (tetrakis(triphenylphosphine)-palladium(0)). Conditions: temperature 80 celsius. The product is NC1=C(C(=O)OC)C=C(N=C1C1=CC=C(C=C1)OCC1=CC=CC=C1)Br (methyl 3-amino-2-(4-(benzyloxy)-phenyl)-6-bromoisonicotinate). Isolated yield 79.0%. RXN SMILES: [NH2:1][C:2]1[C:11](Br)=[N:10][C:9]([Br:13])=[CH:8][C:3]=1[C:4]([O:6][CH3:7])=[O:5].[CH2:14]([O:21][C:22]1[CH:27]=[CH:26][C:25](B(O)O)=[CH:24][CH:23]=1)[C:15]1[CH:20]=[CH:19][CH:18]=[CH:17][CH:16]=1.[F-].[Cs+]>[Pd].C1(P(C2C=CC=CC=2)C2C=CC=CC=2)C=CC=CC=1.C1(P(C2C=CC=CC=2)C2C=CC=CC=2)C=CC=CC=1.C1(P(C2C=CC=CC=2)C2C=CC=CC=2)C=CC=CC=1.C1(P(C2C=CC=CC=2)C2C=CC=CC=2)C=CC=CC=1>[NH2:1][C:2]1[C:11]([C:25]2[CH:26]=[CH:27][C:22]([O:21][CH2:14][C:15]3[CH:20]=[CH:19][CH:18]=[CH:17][CH:16]=3)=[CH:23][CH:24]=2)=[N:10][C:9]([Br:13])=[CH:8][C:3]=1[C:4]([O:6][CH3:7])=[O:5] |f:2.3,4.5.6.7.8|. Procedure details: A flask containing a mixture of methyl 3-amino-2,6-dibromoisonicotinate (1000 mg, 3.23 mmol), 4-(benzyloxy)phenylboronic acid (883 mg, 3.87 mmol), cesium fluoride (1176 mg, 7.74 mmol) and tetrakis(triphenylphosphine)-palladium(0) (224 mg, 0.194 mmol) was flushed with nitrogen. Dimethoxyethane (16 mL) was added and the reaction was heated at 80° C. for 18 hr. The reaction was then partitioned between EtOAc and water. The organic phase was separated, washed with brine, dried with sodium sulfate, a...